From a dataset of the Open Reaction Database (ORD), a public repository of structured organic reaction records. describe an organic reaction: reactants, conditions, products, and yield Reported procedure: According to the same procedure as in Example 15 except that 1-(1(S)-t-butoxycarbonylethyl)-3(R)-azido-4(S)-phenylazetidin-2-one (300 mg., 0.95 mmol) was used as a starting material, trifluoroacetic acid salt of D-phenylalanyl-L-alanine (316 mg., yield: 95%) was obtained. The reactants are C(C)(C)(C)OC(=O)[C@H](C)N1C([C@@H]([C@@H]1C1=CC=CC=C1)N=[N+]=[N-])=O (1-(1(S)-t-butoxycarbonylethyl)-3(R)-azido-4(S)-phenylazetidin-2-one), FC(C(=O)O)(F)F (trifluoroacetic acid). The product is N[C@H](CC1=CC=CC=C1)C(=O)N[C@@H](C)C(=O)O (D-phenylalanyl-L-alanine). Reaction SMILES: C([O:5][C:6]([C@@H:8]([N:10]1[C@@H:13]([C:14]2[CH:19]=[CH:18][CH:17]=[CH:16][CH:15]=2)[C@@H:12]([N:20]=[N+]=[N-])[C:11]1=[O:23])[CH3:9])=[O:7])(C)(C)C.FC(F)(F)C(O)=O>>[NH2:20][C@@H:12]([C:11]([NH:10][C@H:8]([C:6]([OH:7])=[O:5])[CH3:9])=[O:23])[CH2:13][C:14]1[CH:19]=[CH:18][CH:17]=[CH:16][CH:15]=1. The yield is 140.8%. Starting materials: C(C(C)(C)C)(=O)OCCl (chloromethyl pivalate), ClC1=C(CNCCC=2SC=CC2)C=CC=C1 (N-(2-chloro-benzyl)-2-(2-thienyl)ethylamine). Run in CS(=O)C (dimethylsulfoxide). Product: Cl.ClC1=C(CN2CC3=C(CC2)SC=C3)C=CC=C1 (5-(2-chloro-benzyl)-4,5,6,7-tetrahydrothieno[3,2-c]pyridine hydrochloride). Yield: 51.0%. RXN SMILES: [C:1](OC[Cl:9])(=O)C(C)(C)C.[Cl:10][C:11]1[CH:25]=[CH:24][CH:23]=[CH:22][C:12]=1[CH2:13][NH:14][CH2:15][CH2:16][C:17]1[S:18][CH:19]=[CH:20][CH:21]=1>CS(C)=O>[ClH:9].[Cl:10][C:11]1[CH:25]=[CH:24][CH:23]=[CH:22][C:12]=1[CH2:13][N:14]1[CH2:15][CH2:16][C:17]2[S:18][CH:19]=[CH:20][C:21]=2[CH2:1]1 |f:3.4|. Reported procedure: 66.5 g (0.44 M) chloromethyl pivalate is reacted by heating, for 3 hours, with a solution of 103 g (0.4 M) N-(2-chloro-benzyl)-2-(2-thienyl)ethylamine in 300 ml dimethylsulfoxide, to give the title compound in a yield of 51%. Reactants: C1=CC(=CC=C1C(=O)C(F)(F)F)C(F)(F)F (4-trifluoromethyl-α,α,α-trifluoroacetophenone), CCCCCC (n-hexane), C(CCC)[Li].CCCCCC (n-butyllithium hexane), [Cl-].COC[P+](C1=CC=CC=C1)(C1=CC=CC=C1)C1=CC=CC=C1 (methoxymethyltriphenylphosphonium chloride). Run in C1CCOC1 (THF), C1CCOC1 (THF). Run at temperature -20 celsius, time 30 minute. Product: COC=C(C(F)(F)F)C1=CC=C(C=C1)C(F)(F)F (2-(4-trifluoromethylphenyl)-3,3,3-trifluoropropenyl methyl ether). Reaction SMILES: C([Li])CCC.CCCCCC.[Cl-].[CH3:13][O:14][CH2:15][P+](C1C=CC=CC=1)(C1C=CC=CC=1)C1C=CC=CC=1.[CH:35]1[C:40]([C:41]([C:43]([F:46])([F:45])[F:44])=O)=[CH:39][CH:38]=[C:37]([C:47]([F:50])([F:49])[F:48])[CH:36]=1.CCCCCC>C1COCC1>[CH3:13][O:14][CH:15]=[C:41]([C:40]1[CH:39]=[CH:38][C:37]([C:47]([F:50])([F:49])[F:48])=[CH:36][CH:35]=1)[C:43]([F:46])([F:45])[F:44] |f:0.1,2.3|. Procedure: Under a nitrogen atmosphere, 25.0 ml of n-butyllithium/hexane solution (1.2M solution) was added to a solution of 12.7 g of methoxymethyltriphenylphosphonium chloride in 100 ml of dry THF at -60° C. The reaction solution was stirred at -60° C. for 30 minutes and at -20° C. for 30 minutes. A solution of 6.0 of 4-trifluoromethyl-α,α,α-trifluoroacetophenone in 10 ml of dry THF was slowly added to the reaction solution at -60° C. The reaction solution was stirred at -60° C. for 1 hour and at room te... The reactants are COC(=O)c1cc(NC(=O)C2CCC(=O)N2C2CCN(Cc3ccc(Cl)c(C)c3)CC2)cc(-c2nnnn2C)c1, CO, [Na+], [OH-]. Yields the product Cc1cc(CN2CCC(N3C(=O)CCC3C(=O)Nc3cc(C(=O)O)cc(-c4nnnn4C)c3)CC2)ccc1Cl. RXN SMILES: [CH3:1][O:2][C:3]([c:4]1[cH:5][c:6]([NH:16][C:17](=[O:18])[CH:19]2[N:20]([CH:25]3[CH2:26][CH2:27][N:28]([CH2:31][c:32]4[cH:33][c:34]([CH3:39])[c:35]([Cl:38])[cH:36][cH:37]4)[CH2:29][CH2:30]3)[C:21](=[O:24])[CH2:22][CH2:23]2)[cH:7][c:8](-[c:10]2[n:11][n:12][n:13][n:14]2[CH3:15])[cH:9]1)=[O:40].[CH3:43][OH:44].[Na+:42].[OH-:41]>>[O:2]=[C:3]([c:4]1[cH:5][c:6]([NH:16][C:17](=[O:18])[CH:19]2[N:20]([CH:25]3[CH2:26][CH2:27][N:28]([CH2:31][c:32]4[cH:33][c:34]([CH3:39])[c:35]([Cl:38])[cH:36][cH:37]4)[CH2:29][CH2:30]3)[C:21](=[O:24])[CH2:22][CH2:23]2)[cH:7][c:8](-[c:10]2[n:11][n:12][n:13][n:14]2[CH3:15])[cH:9]1)[OH:40]. Reactants: C1=CC=CC2=NC3=CC=CC=C3N=C12.CCOCC (phenazine ether), S(=O)(=O)(OCC)OCC (diethyl sulfate), C([O-])([O-])=O.[K+].[K+] (potassium carbonate). The product is C(C)N1C=2C=CC=CC2NC2=CC=CC=C12 (N-ethyl phenazine). Reaction SMILES: [CH:1]1[C:14]2[C:5](=[N:6][C:7]3[C:12]([N:13]=2)=[CH:11][CH:10]=[CH:9][CH:8]=3)[CH:4]=[CH:3][CH:2]=1.[CH3:15][CH2:16]OCC.S(OCC)(OCC)(=O)=O.C(=O)([O-])[O-].[K+].[K+]>>[CH2:15]([N:6]1[C:5]2[C:14](=[CH:1][CH:2]=[CH:3][CH:4]=2)[NH:13][C:12]2[CH:11]=[CH:10][CH:9]=[CH:8][C:7]1=2)[CH3:16] |f:0.1,3.4.5|. Procedure: Scheme 6 illustrates the synthesis of N-ethyl phenazine 1-hydroxybutyl methyl ether. The phenazine ether (21) is prepared by the alkylation of the 1-hydroxyphenazine (1) with 4-methoxybutylbromide (Aldrich Chemical Company, USA) to give phenazine derivative (21). N-ethyl phenazine (22) is prepared by reaction of compound (21) with diethyl sulfate in the presence of potassium carbonate. Starting materials: CCOC(=O)C(C(C)=O)N(C(=O)OC(C)(C)C)C1CC1, CCOCC, Cl, C1COCCO1. Yields the product CCOC(=O)C(NC1CC1)C(C)=O, Cl. As a reaction SMILES: [CH2:1]([CH3:2])[O:3][C:4]([CH:5]([C:6]([CH3:7])=[O:8])[N:9]([CH:10]1[CH2:11][CH2:12]1)[C:13]([O:14][C:15]([CH3:16])([CH3:17])[CH3:18])=[O:19])=[O:20].[CH3:22][CH2:23][O:24][CH2:25][CH3:26].[ClH:21].[O:27]1[CH2:28][CH2:29][O:30][CH2:31][CH2:32]1>>[CH2:1]([CH3:2])[O:3][C:4]([CH:5]([C:6]([CH3:7])=[O:8])[NH:9][CH:10]1[CH2:11][CH2:12]1)=[O:20].[ClH:21]. As a reaction SMILES: [CH3:31][N:32]([CH3:33])[CH:34]=[O:35].[CH3:36][CH2:37][OH:38].[OH2:30].[nH:1]1[cH:2][c:3]([C:10](=[O:11])[c:12]2[cH:13][n:14][c:15]([NH:18][CH2:19][c:20]3[cH:21][cH:22][c:23]([C:26]([F:27])([F:28])[F:29])[cH:24][cH:25]3)[cH:16][cH:17]2)[c:4]2[c:5]1[n:6][cH:7][cH:8][cH:9]2>>[nH:1]1[cH:2][c:3]([CH:10]([OH:11])[c:12]2[cH:13][n:14][c:15]([NH:18][CH2:19][c:20]3[cH:21][cH:22][c:23]([C:26]([F:27])([F:28])[F:29])[cH:24][cH:25]3)[cH:16][cH:17]2)[c:4]2[c:5]1[n:6][cH:7][cH:8][cH:9]2. The reactants are CN(C)C=O, CCO, O, O=C(c1ccc(NCc2ccc(C(F)(F)F)cc2)nc1)c1c[nH]c2ncccc12. The product is OC(c1ccc(NCc2ccc(C(F)(F)F)cc2)nc1)c1c[nH]c2ncccc12. The reactants are Cl.ClC=1C=C(C=CC1Cl)C(CC=C)CN1C=NC=C1 (4-(3,4-Dichlorophenyl)-5-(imidazol-1-yl)pent-1-ene hydrochloride), I(=O)(=O)(=O)[O-].[Na+] (sodium periodate), C([O-])([O-])=O.[Na+].[Na+] (sodium carbonate). Run in C(C)#N (acetonitrile), O (water), [Os](=O)(=O)(=O)=O (osmium tetroxide), solution, C1(=CC=CC=C1)C (toluene), C(C)#N (acetonitrile). Conditions: time 30 minute. Product: ClC=1C=C(C=CC1Cl)C(CC=O)CN1C=NC=C1 (3-(3,4-dichlorophenyl)-4-(imidazol-1-yl)butan-1-al). The yield is 71.0%. As a reaction SMILES: Cl.[Cl:2][C:3]1[CH:4]=[C:5]([CH:10]([CH2:14][N:15]2[CH:19]=[CH:18][N:17]=[CH:16]2)[CH2:11][CH:12]=C)[CH:6]=[CH:7][C:8]=1[Cl:9].I([O-])(=O)(=O)=[O:21].[Na+].C(=O)([O-])[O-].[Na+].[Na+]>C(#N)C.O.[Os](=O)(=O)(=O)=O.C1(C)C=CC=CC=1>[Cl:2][C:3]1[CH:4]=[C:5]([CH:10]([CH2:14][N:15]2[CH:19]=[CH:18][N:17]=[CH:16]2)[CH2:11][CH:12]=[O:21])[CH:6]=[CH:7][C:8]=1[Cl:9] |f:0.1,2.3,4.5.6|. Procedure: 4-(3,4-Dichlorophenyl)-5-(imidazol-1-yl)pent-1-ene hydrochloride (3.6 g) (see Preparation 24) was dissolved in a mixture of acetonitrile (50 ml) and water (20 ml) and osmium tetroxide (4 ml of a 0.05M solution in toluene) added. The mixture was stirred for 30 minutes, sodium periodate (5.3 g) added and stirring continued for 2 hours. A further portion of acetonitrile (20 ml) was added and stirring continued for 16 hours before removal of the organic solvent under reduced pressure to give an aque... Starting materials: CCN=C=NCCCN(C)C, CCN(C(C)C)C(C)C, Cl, Cl, O=C(O)c1cc(-c2cccc(F)c2)[nH]n1, CC(=O)c1cccc(F)c1, NCC(=O)N1CCC(Nc2ccccc2Cl)CC1, CN(C)C=O, O, On1nnc2ccccc21. Yields the product O=C(NCC(=O)N1CCC(Nc2ccccc2Cl)CC1)c1cc(-c2cccc(F)c2)[nH]n1. As a reaction SMILES: [CH3:45][CH2:46][N:47]=[C:48]=[N:49][CH2:50][CH2:51][CH2:52][N:53]([CH3:54])[CH3:55].[CH:1]([N:2]([CH2:3][CH3:4])[CH:5]([CH3:6])[CH3:7])([CH3:8])[CH3:9].[ClH:56].[ClH:57].[F:10][c:11]1[cH:12][c:13](-[c:17]2[cH:18][c:19]([C:22](=[O:23])[OH:24])[n:20][nH:21]2)[cH:14][cH:15][cH:16]1.[F:25][c:26]1[cH:27][c:28]([C:29](=[O:30])[CH3:31])[cH:32][cH:33][cH:34]1.[NH2:58][CH2:59][C:60](=[O:61])[N:62]1[CH2:63][CH2:64][CH:65]([NH:68][c:69]2[c:70]([Cl:75])[cH:71][cH:72][cH:73][cH:74]2)[CH2:66][CH2:67]1.[O:76]=[CH:77][N:78]([CH3:79])[CH3:80].[OH2:81].[OH:35][n:36]1[c:37]2[c:38]([cH:39][cH:40][cH:41][cH:42]2)[n:43][n:44]1>>[F:10][c:11]1[cH:12][c:13](-[c:17]2[cH:18][c:19]([C:22](=[O:24])[NH:58][CH2:59][C:60](=[O:61])[N:62]3[CH2:63][CH2:64][CH:65]([NH:68][c:69]4[c:70]([Cl:75])[cH:71][cH:72][cH:73][cH:74]4)[CH2:66][CH2:67]3)[n:20][nH:21]2)[cH:14][cH:15][cH:16]1. Starting materials: BrC1=CC(=C(OCC(=O)O)C=C1)OC (2-(4-bromo-2-methoxy-phenoxy)-acetic acid), ClC=1C=C(C=CC1OCCN(CC)CC)N (3-chloro-4-(2-diethylamino-ethoxy)-phenylamine). Yields the product BrC1=CC(=C(OCC(=O)NC2=CC(=C(C=C2)OCCN(CC)CC)Cl)C=C1)OC (2-(4-bromo-2-methoxy-phenoxy)-N-[3-chloro-4-(2-diethylamino-ethoxy)-phenyl]-acetamide). As a reaction SMILES: [Br:1][C:2]1[CH:12]=[CH:11][C:5]([O:6][CH2:7][C:8]([OH:10])=O)=[C:4]([O:13][CH3:14])[CH:3]=1.[Cl:15][C:16]1[CH:17]=[C:18]([NH2:30])[CH:19]=[CH:20][C:21]=1[O:22][CH2:23][CH2:24][N:25]([CH2:28][CH3:29])[CH2:26][CH3:27]>>[Br:1][C:2]1[CH:12]=[CH:11][C:5]([O:6][CH2:7][C:8]([NH:30][C:18]2[CH:19]=[CH:20][C:21]([O:22][CH2:23][CH2:24][N:25]([CH2:28][CH3:29])[CH2:26][CH3:27])=[C:16]([Cl:15])[CH:17]=2)=[O:10])=[C:4]([O:13][CH3:14])[CH:3]=1. Reported procedure: The product was prepared according to general working method I from 2-(4-bromo-2-methoxy-phenoxy)-acetic acid (1 32b) and 3-chloro-4-(2-diethylamino-ethoxy)-phenylamine (Z1b).